From a dataset of the Open Reaction Database (ORD), a public repository of structured organic reaction records. describe an organic reaction: reactants, conditions, products, and yield The reactants are C1CCOC1, CCOC(C)=O, O=C(Cl)c1ccc(F)cc1F, NCCO. Product: O=C(NCCO)c1ccc(F)cc1F. As a reaction SMILES: [CH2:16]1[O:17][CH2:18][CH2:19][CH2:20]1.[CH3:21][CH2:22][O:23][C:24](=[O:25])[CH3:26].[F:5][c:6]1[c:7]([C:8](=[O:9])[Cl:10])[cH:11][cH:12][c:13]([F:15])[cH:14]1.[NH2:1][CH2:2][CH2:3][OH:4]>>[NH:1]([CH2:2][CH2:3][OH:4])[C:8]([c:7]1[c:6]([F:5])[cH:14][c:13]([F:15])[cH:12][cH:11]1)=[O:9].